Dataset: the Open Reaction Database (ORD), a public repository of structured organic reaction records. Task: describe an organic reaction: reactants, conditions, products, and yield Reactants: C(C)NC(SC)=NC#N (1-ethyl-2-methyl-3-cyanoisothiourea), C1(CC1)N (cyclopropylamine), C(C)N (ethylamine). Yields the product C1(CC1)NC(SC)=NC#N (1-Cyclopropyl-2-methyl-3-cyanoisothiourea). Reaction SMILES: [CH2:1]([NH:3][C:4](=[N:7][C:8]#[N:9])[S:5][CH3:6])[CH3:2].[CH:10]1(N)CC1.C(N)C>>[CH:1]1([NH:3][C:4](=[N:7][C:8]#[N:9])[S:5][CH3:6])[CH2:10][CH2:2]1. Procedure details: 1-Cyclopropyl-2-methyl-3-cyanoisothiourea was prepared following the same procedure as for 1-ethyl-2-methyl-3-cyanoisothiourea (see EXAMPLE 250) except cyclopropylamine was used in lieu of ethylamine. 1H NMR (CDCl3) δ 0.66-0.76 (m, 2H), 0.83-0.92 (m, 2H), 2.43 (s, 3H), 2.64 (br s, 1H), 6.78 (br s, 1H).